This data is from the Open Reaction Database (ORD), a public repository of structured organic reaction records. The task is: describe an organic reaction: reactants, conditions, products, and yield Starting materials: C=C(C(=O)OCCCC)C(C(Cl)(Cl)Cl)O (butyl 2-methylene-3-hydroxy-4,4,4-trichlorobutyrate), C(C)(=O)OC(C)=O (acetic anhydride), C(C)(=O)[O-].[Na+] (sodium acetate), C(C)(=O)OC(C)=O (acetic anhydride). The reagents and catalysts are C(C)(=O)[O-].[Na+] (sodium acetate). Solvent: C(C)(=O)O (acetic acid). Reaction conditions: temperature 120 celsius. Product: C=C(C(=O)OCCCC)C(C(Cl)(Cl)Cl)OC(C)=O (butyl 2-methylene-3-acetoxy- 4,4,4-trichlorobutyrate). The yield is 91.4%. Reaction SMILES: [CH2:1]=[C:2]([CH:10]([OH:15])[C:11]([Cl:14])([Cl:13])[Cl:12])[C:3]([O:5][CH2:6][CH2:7][CH2:8][CH3:9])=[O:4].[C:16](OC(=O)C)(=[O:18])[CH3:17].C([O-])(=O)C.[Na+]>C([O-])(=O)C.[Na+].C(O)(=O)C>[CH2:1]=[C:2]([CH:10]([O:15][C:16](=[O:18])[CH3:17])[C:11]([Cl:14])([Cl:13])[Cl:12])[C:3]([O:5][CH2:6][CH2:7][CH2:8][CH3:9])=[O:4] |f:2.3,4.5|. Procedure details: To 1173.0 g of butyl 2-methylene-3-hydroxy-4,4,4-trichlorobutyrate (91% pure) charged in a 2-liter, 3-neck round bottom flask equipped with a mechanical stirrer, thermometer, and a condenser were added 520.0 g of acetic anhydride and 7.0 g of sodium acetate. The reaction mixture was heated at 120° C. for three hours. Unreacted acetic anhydride and formed acetic acid were stripped off under vacuum at <80° C./0.6 mm Hg. After cooling to room temperature, the solid sodium acetate that had settled t... Reactants: CCc1ccc(O)c(C=O)c1, NCl, [I-], [Na+], CN(C)C=O. The product is CCc1cc(I)c(O)c(C=O)c1. Reaction SMILES: [CH2:1]([CH3:2])[c:3]1[cH:4][cH:5][c:6]([OH:11])[c:7]([CH:8]=[O:9])[cH:10]1.[Cl:14][NH2:15].[I-:13].[Na+:12].[O:16]=[CH:17][N:18]([CH3:19])[CH3:20]>>[CH2:1]([CH3:2])[c:3]1[cH:4][c:5]([I:13])[c:6]([OH:11])[c:7]([CH:8]=[O:9])[cH:10]1. Starting materials: Cl.NCCS(=O)(=O)NC(C1=CC=C(C=C1)NC1=NC(=NC(=N1)NC1(CC1)C1=CC=C(C=C1)Cl)OCC(F)(F)F)=O (N-(2-aminoethylsulfonyl)-4-(4-(1-(4-chlorophenyl)cyclopropylamino)-6-(2,2,2-trifluoroethoxy)-1,3,5-triazin-2-ylamino)benzamide HCl salt), BrCCCCBr (1,4-dibromobutane), C([O-])([O-])=O.[K+].[K+] (POTASSIUM CARBONATE). Run in C(C)#N (Acetonitrile), CCOC(=O)C (EtOAc). Conditions: temperature 65 celsius. Yields the product ClC1=CC=C(C=C1)C1(CC1)NC1=NC(=NC(=N1)OCC(F)(F)F)NC1=CC=C(C(=O)NS(=O)(=O)CCN2CCCC2)C=C1 (4-(4-(1-(4-chlorophenyl)cyclopropylamino)-6-(2,2,2-trifluoroethoxy)-1,3,5-triazin-2-ylamino)-N-(2-(pyrrolidin-1-yl)ethylsulfonyl)benzamide). Yield: 15.1%. Reaction SMILES: Cl.[NH2:2][CH2:3][CH2:4][S:5]([NH:8][C:9](=[O:40])[C:10]1[CH:15]=[CH:14][C:13]([NH:16][C:17]2[N:22]=[C:21]([NH:23][C:24]3([C:27]4[CH:32]=[CH:31][C:30]([Cl:33])=[CH:29][CH:28]=4)[CH2:26][CH2:25]3)[N:20]=[C:19]([O:34][CH2:35][C:36]([F:39])([F:38])[F:37])[N:18]=2)=[CH:12][CH:11]=1)(=[O:7])=[O:6].Br[CH2:42][CH2:43][CH2:44][CH2:45]Br.C(=O)([O-])[O-].[K+].[K+]>C(#N)C.CCOC(C)=O>[Cl:33][C:30]1[CH:31]=[CH:32][C:27]([C:24]2([NH:23][C:21]3[N:20]=[C:19]([O:34][CH2:35][C:36]([F:37])([F:38])[F:39])[N:18]=[C:17]([NH:16][C:13]4[CH:12]=[CH:11][C:10]([C:9]([NH:8][S:5]([CH2:4][CH2:3][N:2]5[CH2:45][CH2:44][CH2:43][CH2:42]5)(=[O:7])=[O:6])=[O:40])=[CH:15][CH:14]=4)[N:22]=3)[CH2:26][CH2:25]2)=[CH:28][CH:29]=1 |f:0.1,3.4.5|. Reported procedure: To a solution of N-(2-aminoethylsulfonyl)-4-(4-(1-(4-chlorophenyl)cyclopropylamino)-6-(2,2,2-trifluoroethoxy)-1,3,5-triazin-2-ylamino)benzamide HCl salt (20 mg, 0.031 mmol) in Acetonitrile (Volume: 2 mL) was added 1,4-dibromobutane (6.96 mg, 0.032 mmol) and POTASSIUM CARBONATE (21.23 mg, 0.154 mmol). The mixture was heated to 65° C. for 16 h. After cooling to rt, the mixture was diluted with EtOAc, washed with water, and brine. The organic layer was dried over MgSO4 and concentrated. The crude p... Reactants: CCCN(CCC)C(=O)c1cc(C(C)=O)cc(C(=O)OC)c1, C1CCOC1, CO, [Li+], [OH-], O. Product: CCCN(CCC)C(=O)c1cc(C(C)=O)cc(C(=O)O)c1. RXN SMILES: [C:1]([CH3:2])(=[O:3])[c:4]1[cH:5][c:6]([C:7](=[O:8])[O:9][CH3:10])[cH:11][c:12]([C:14]([N:15]([CH2:16][CH2:17][CH3:18])[CH2:19][CH2:20][CH3:21])=[O:22])[cH:13]1.[CH2:28]1[O:29][CH2:30][CH2:31][CH2:32]1.[CH3:23][OH:24].[Li+:27].[OH-:26].[OH2:25]>>[C:1]([CH3:2])(=[O:3])[c:4]1[cH:5][c:6]([C:7](=[O:8])[OH:9])[cH:11][c:12]([C:14]([N:15]([CH2:16][CH2:17][CH3:18])[CH2:19][CH2:20][CH3:21])=[O:22])[cH:13]1. Starting materials: C(C1=CC=CC=C1)OC1=CC=C(C=C1)N1C(=NC=2C1=NC=CC2)N (3-[4-(benzyloxy)phenyl]-3H-imidazo[4,5-b]pyridin-2-amine), ClCC=O (chloroacetoaldehyde), O (water). Run in CC(=O)N(C)C (DMA). The product is C(C1=CC=CC=C1)OC1=CC=C(C=C1)N1C=2N(C=3C1=NC=CC3)C=CN2 (9-[4-(Benzyloxy)phenyl]-9H-imidazo[1′,2′:1,2]imidazo[4,5-b]pyridine). RXN SMILES: [CH2:1]([O:8][C:9]1[CH:14]=[CH:13][C:12]([N:15]2[C:19]3=[N:20][CH:21]=[CH:22][CH:23]=[C:18]3[N:17]=[C:16]2[NH2:24])=[CH:11][CH:10]=1)[C:2]1[CH:7]=[CH:6][CH:5]=[CH:4][CH:3]=1.Cl[CH2:26][CH:27]=O.O>CC(N(C)C)=O>[CH2:1]([O:8][C:9]1[CH:10]=[CH:11][C:12]([N:15]2[C:19]3=[N:20][CH:21]=[CH:22][CH:23]=[C:18]3[N:17]3[CH:26]=[CH:27][N:24]=[C:16]23)=[CH:13][CH:14]=1)[C:2]1[CH:7]=[CH:6][CH:5]=[CH:4][CH:3]=1. Reported procedure: A solution of 3-[4-(benzyloxy)phenyl]-3H-imidazo[4,5-b]pyridin-2-amine (1.58 g) and 6.1 M aqueous chloroacetoaldehyde solution (1.64 mL) in DMA (20 mL) was stirred at 90° C. for 1.5 hr. The reaction mixture was poured into water, and the mixture was extracted with ethyl acetate. The extract was washed with water and saturated brine, dried over anhydrous magnesium sulfate, and the solvent was evaporated under reduced pressure. The residue was purified by basic silica gel column chromatography (he... Reactants: CCc1cccc(CC)c1-c1cc(OC)c(C(O)c2ccccc2)cn1, CCCCCC, [Cl-], [H-], CCI, [NH4+], [Na+]. Yields the product CCOC(c1ccccc1)c1cnc(-c2c(CC)cccc2CC)cc1OC. Reaction SMILES: [CH2:3]([CH3:4])[c:5]1[c:6](-[c:13]2[cH:14][c:15]([O:27][CH3:28])[c:16]([CH:19]([OH:20])[c:21]3[cH:22][cH:23][cH:24][cH:25][cH:26]3)[cH:17][n:18]2)[c:7]([CH2:11][CH3:12])[cH:8][cH:9][cH:10]1.[CH3:34][CH2:35][CH2:36][CH2:37][CH2:38][CH3:39].[Cl-:32].[H-:2].[I:29][CH2:30][CH3:31].[NH4+:33].[Na+:1]>>[CH2:3]([CH3:4])[c:5]1[c:6](-[c:13]2[cH:14][c:15]([O:27][CH3:28])[c:16]([CH:19]([O:20][CH2:30][CH3:31])[c:21]3[cH:22][cH:23][cH:24][cH:25][cH:26]3)[cH:17][n:18]2)[c:7]([CH2:11][CH3:12])[cH:8][cH:9][cH:10]1. The reactants are CC(=O)O, CS(C)=O, O=[N+]([O-])C=Cc1ccc(Oc2ccccc2)nc1, O. Yields the product O=[N+]([O-])CCc1ccc(Oc2ccccc2)nc1. RXN SMILES: [CH3:19][C:20](=[O:21])[OH:22].[CH3:24][S:25](=[O:26])[CH3:27].[N+:1](=[O:2])([O-:3])[CH:4]=[CH:5][c:6]1[cH:7][cH:8][c:9]([O:12][c:13]2[cH:14][cH:15][cH:16][cH:17][cH:18]2)[n:10][cH:11]1.[OH2:23]>>[N+:1](=[O:2])([O-:3])[CH2:4][CH2:5][c:6]1[cH:7][cH:8][c:9]([O:12][c:13]2[cH:14][cH:15][cH:16][cH:17][cH:18]2)[n:10][cH:11]1. Reactants: B(O)(O)C1=CC=C(OCCCC(=O)O)C=C1 (4-(4-Boronophenoxy)-butyric acid), C([O-])(O)=O.[K+] (potassium bicarbonate), C(C1=CC=CC=C1)Br (benzyl bromide). Run in CN(C)C=O (DMF). Product: C(C1=CC=CC=C1)OC(=O)CCCOC1=CC=C(C=C1)B(O)O (4-(3-Benzyloxycarbonyl-propoxy)-phenylboronic acid). Isolated yield 30.8%. As a reaction SMILES: [B:1]([C:4]1[CH:16]=[CH:15][C:7]([O:8][CH2:9][CH2:10][CH2:11][C:12]([OH:14])=[O:13])=[CH:6][CH:5]=1)([OH:3])[OH:2].C(=O)(O)[O-].[K+].[CH2:22](Br)[C:23]1[CH:28]=[CH:27][CH:26]=[CH:25][CH:24]=1>CN(C=O)C>[CH2:22]([O:13][C:12]([CH2:11][CH2:10][CH2:9][O:8][C:7]1[CH:6]=[CH:5][C:4]([B:1]([OH:3])[OH:2])=[CH:16][CH:15]=1)=[O:14])[C:23]1[CH:28]=[CH:27][CH:26]=[CH:25][CH:24]=1 |f:1.2|. Procedure: A solution of 1A (200 mg, 0.89 mmol), potassium bicarbonate (313 mg, 3.1 mmol), and benzyl bromide (0.163 mL, 1.4 mmol) in DMF (2 mL) was heated at 60° C. for 8 h. The reaction mixture was concentrated in vacuo and the residue was partitioned between EtOAc and hydrochloric acid (1 N). The aqueous layer was extracted with EtOAc (2×) and then the combined organics were washed with water (3×) and brine, dried (MgSO4), and concentrated in vacuo. The residue was purified by flash chromatography (30 t...